This data is from the Open Reaction Database (ORD), a public repository of structured organic reaction records. The task is: describe an organic reaction: reactants, conditions, products, and yield Reactants: ice water, C(C)(=O)[O-].[Na+] (sodium acetate), [Cl-].C(C)O[NH3+] (ethoxyammonium chloride), C(CCC)(=O)C1C(CC(CC1=O)C1COCCC1C)=O (2-butyryl-5-(4-methyltetrahydropyran-3-yl)-cyclohexane-1,3-dione). Run in C(C)O (ethanol). Reaction conditions: time 20 hour. The product is 10.7, C(C)ONC(CCC)=C1C(CC(CC1=O)C1COCCC1C)=O (2-(1-ethoxyaminobutylidene)-5-(4-methyltetrahydropyran-3-yl)-cyclohexane-1,3-dione). Reaction SMILES: C([O-])(=O)C.[Na+].[Cl-].[CH2:7]([O:9][NH3+:10])[CH3:8].[C:11]([CH:16]1[C:21](=[O:22])[CH2:20][CH:19]([CH:23]2[CH:28]([CH3:29])[CH2:27][CH2:26][O:25][CH2:24]2)[CH2:18][C:17]1=[O:30])(=O)[CH2:12][CH2:13][CH3:14]>C(O)C>[CH2:7]([O:9][NH:10][C:11](=[C:16]1[C:17](=[O:30])[CH2:18][CH:19]([CH:23]2[CH:28]([CH3:29])[CH2:27][CH2:26][O:25][CH2:24]2)[CH2:20][C:21]1=[O:22])[CH2:12][CH2:13][CH3:14])[CH3:8] |f:0.1,2.3|. Procedure details: 3.69 parts by weight of sodium acetate and 3.51 parts by weight of ethoxyammonium chloride were added to 10.0 parts by weight of 2-butyryl-5-(4-methyltetrahydropyran-3-yl)-cyclohexane-1,3-dione in 100 ml of ethanol, and the mixture was stirred for 20 hours at room temperature. To work up the mixture, it was poured into ice water and extracted with methylene chloride, and the organic phase was washed with water, dried and evaporated down to give 10.7 parts by weight of 2-(1-ethoxyaminobutylidene)... Starting materials: [B-](C=C)(F)(F)F.[K+] (Potassium trifluoro(vinyl)borate), TEA, ClC=1C(=NC2=CC=CC=C2N1)O[C@@H]1C[C@H](N(C1)C([C@@H](NC(=O)N1C[C@H](CC1)OCCCC=C)C1CCCC1)=O)C(=O)OC (methyl (4R)-4-[(3-chloroquinoxalin-2-yl)oxy]-1-[(25)-2-cyclopentyl-2-({[(35)-3-(pent-4-en-1-yloxy)pyrrolidin-1-yl]carbonyl}amino)acetyl]-L-prolinate). The reagents and catalysts are C1=CC=C(C=C1)P([C-]2C=CC=C2)C3=CC=CC=C3.C1=CC=C(C=C1)P([C-]2C=CC=C2)C3=CC=CC=C3.Cl[Pd]Cl.[Fe+2].C(Cl)Cl (PdCl2(dppf) CH2Cl2). Solvent: CCO (EtOH). Yields the product C1(CCCC1)[C@@H](C(=O)N1[C@H](C(=O)OC)C[C@H](C1)OC1=NC2=CC=CC=C2N=C1C=C)NC(=O)N1C[C@H](CC1)OCCCC=C (Methyl (4R)-1-[(2S)-2-cyclopentyl-2-({[(3S)-3-(pent-4-en-1-yloxy)pyrrolidin-1-yl]carbonyl}amino)acetyl]-4-[(3-vinylquinoxalin-2-yl)oxy]-L-prolinate). Yield: 78.7%. As a reaction SMILES: [B-](F)(F)(F)[CH:2]=[CH2:3].[K+].Cl[C:9]1[C:10]([O:19][C@H:20]2[CH2:24][N:23]([C:25](=[O:46])[C@H:26]([CH:41]3[CH2:45][CH2:44][CH2:43][CH2:42]3)[NH:27][C:28]([N:30]3[CH2:34][CH2:33][C@H:32]([O:35][CH2:36][CH2:37][CH2:38][CH:39]=[CH2:40])[CH2:31]3)=[O:29])[C@H:22]([C:47]([O:49][CH3:50])=[O:48])[CH2:21]2)=[N:11][C:12]2[C:17]([N:18]=1)=[CH:16][CH:15]=[CH:14][CH:13]=2>CCO.C1C=CC(P(C2C=CC=CC=2)[C-]2C=CC=C2)=CC=1.C1C=CC(P(C2C=CC=CC=2)[C-]2C=CC=C2)=CC=1.Cl[Pd]Cl.[Fe+2].C(Cl)Cl>[CH:41]1([C@H:26]([NH:27][C:28]([N:30]2[CH2:34][CH2:33][C@H:32]([O:35][CH2:36][CH2:37][CH2:38][CH:39]=[CH2:40])[CH2:31]2)=[O:29])[C:25]([N:23]2[CH2:24][C@H:20]([O:19][C:10]3[C:9]([CH:2]=[CH2:3])=[N:18][C:17]4[C:12](=[CH:13][CH:14]=[CH:15][CH:16]=4)[N:11]=3)[CH2:21][C@H:22]2[C:47]([O:49][CH3:50])=[O:48])=[O:46])[CH2:45][CH2:44][CH2:43][CH2:42]1 |f:0.1,4.5.6.7.8|. Procedure details: Potassium trifluoro(vinyl)borate (68 mg, 0.513 mmol), TEA (0.071 mL, 0.513 mmol) and PdCl2(dppf)-CH2Cl2 adduct (28 mg, 0.034 mmol) were added in sequence to a solution of methyl (4R)-4-[(3-chloroquinoxalin-2-yl)oxy]-1-[(25)-2-cyclopentyl-2-({[(35)-3-(pent-4-en-1-yloxy)pyrrolidin-1-yl]carbonyl}amino)acetyl]-L-prolinate (210 mg, 0.342 mmol) in EtOH (4 mL). The resulting mixture was refluxed for 1 h, then concentrated under reduced pressure to give a residue that was purified on silica gel (gradien... The reactants are O=C([O-])[O-], CN1CCCC1=O, FC(F)(F)C1(c2cc(Cl)cc(Cl)c2)CCNC1, COC(=O)c1ccc(F)cc1[N+](=O)[O-], [K+], [K+], O. The product is COC(=O)c1ccc(N2CCC(c3cc(Cl)cc(Cl)c3)(C(F)(F)F)C2)cc1[N+](=O)[O-]. RXN SMILES: [C:32](=[O:33])([O-:34])[O-:35].[CH3:39][N:40]1[CH2:41][CH2:42][CH2:43][C:44]1=[O:45].[Cl:15][c:16]1[cH:17][c:18]([C:23]2([C:28]([F:29])([F:30])[F:31])[CH2:24][NH:25][CH2:26][CH2:27]2)[cH:19][c:20]([Cl:22])[cH:21]1.[F:1][c:2]1[cH:3][c:4]([N+:12](=[O:13])[O-:14])[c:5]([C:6](=[O:7])[O:8][CH3:9])[cH:10][cH:11]1.[K+:36].[K+:37].[OH2:38]>>[c:2]1([N:25]2[CH2:24][C:23]([c:18]3[cH:17][c:16]([Cl:15])[cH:21][c:20]([Cl:22])[cH:19]3)([C:28]([F:29])([F:30])[F:31])[CH2:27][CH2:26]2)[cH:3][c:4]([N+:12](=[O:13])[O-:14])[c:5]([C:6](=[O:7])[O:8][CH3:9])[cH:10][cH:11]1. Starting materials: C([O-])([O-])=O.[Na+].[Na+] (Sodium carbonate), CC1(OB(OC1(C)C)C=1C=CC(=NC1)N1CCN(CC1)C(=O)OC(C)(C)C)C (tert-butyl 4-[5-(4,4,5,5-tetramethyl-1,3,2-dioxaborolan-2-yl)pyridin-2-yl]piperazine-1-carboxylate), BrC=1C=NC(=NC1)N (5-bromopyrimidin-2-amine). Reagents/catalysts: C=1C=CC(=CC1)[P](C=2C=CC=CC2)(C=3C=CC=CC3)[Pd]([P](C=4C=CC=CC4)(C=5C=CC=CC5)C=6C=CC=CC6)([P](C=7C=CC=CC7)(C=8C=CC=CC8)C=9C=CC=CC9)[P](C=1C=CC=CC1)(C=1C=CC=CC1)C=1C=CC=CC1 (tetrakis(triphenylphosphine)palladium). Run in O (water), C(C)O (ethanol), C1(=CC=CC=C1)C (toluene), CCOC(=O)C (EtOAc), O (water). Reaction conditions: temperature 120 celsius. Yields the product NC1=NC=C(C=N1)C=1C=CC(=NC1)N1CCN(CC1)C(=O)OC(C)(C)C (tert-butyl 4-[5-(2-aminopyrimidin-5-yl)pyridin-2-yl]piperazine-1-carboxylate). The yield is 64.0%. As a reaction SMILES: C(=O)([O-])[O-].[Na+].[Na+].CC1(C)C(C)(C)OB([C:15]2[CH:16]=[CH:17][C:18]([N:21]3[CH2:26][CH2:25][N:24]([C:27]([O:29][C:30]([CH3:33])([CH3:32])[CH3:31])=[O:28])[CH2:23][CH2:22]3)=[N:19][CH:20]=2)O1.Br[C:36]1[CH:37]=[N:38][C:39]([NH2:42])=[N:40][CH:41]=1>O.C(O)C.C1(C)C=CC=CC=1.CCOC(C)=O.C1C=CC([P]([Pd]([P](C2C=CC=CC=2)(C2C=CC=CC=2)C2C=CC=CC=2)([P](C2C=CC=CC=2)(C2C=CC=CC=2)C2C=CC=CC=2)[P](C2C=CC=CC=2)(C2C=CC=CC=2)C2C=CC=CC=2)(C2C=CC=CC=2)C2C=CC=CC=2)=CC=1>[NH2:42][C:39]1[N:40]=[CH:41][C:36]([C:15]2[CH:16]=[CH:17][C:18]([N:21]3[CH2:22][CH2:23][N:24]([C:27]([O:29][C:30]([CH3:31])([CH3:32])[CH3:33])=[O:28])[CH2:25][CH2:26]3)=[N:19][CH:20]=2)=[CH:37][N:38]=1 |f:0.1.2,^1:63,65,84,103|. Procedure: Sodium carbonate (1.59 g) in water (6.0 mL) was added to a mixture of tert-butyl 4-[5-(4,4,5,5-tetramethyl-1,3,2-dioxaborolan-2-yl)pyridin-2-yl]piperazine-1-carboxylate (0.205 g, 0.526 mmol), 5-bromopyrimidin-2-amine (0.0940 g, 0.54 mmol) and tetrakis(triphenylphosphine)palladium (35 mg, 0.03 mmol) in ethanol (6.0 mL) and toluene (6.0 mL). The resulting mixture was heated at 120° C. for 1 h. The mixture was diluted with EtOAc and water. The precipitate was collected by filtration to give the des... Starting materials: C(C)(C)(C)OC(=O)N1CC2=CC=C(C=C2CC1)NC1=NN2C(C(=CC=C2)C2=C(C=CC(=C2)C(F)(F)F)OC)=N1 (6-[8-(2-methoxy-5-trifluoromethyl-phenyl)-[1,2,4]triazolo[1,5-a]pyridin-2-ylamino]-3,4-dihydro-1H-isoquinoline-2-carboxylic acid tert-butyl ester), FC(C(=O)O)(F)F (trifluoroacetic acid). The product is COC1=C(C=C(C=C1)C(F)(F)F)C=1C=2N(C=CC1)N=C(N2)NC=2C=C1CCNCC1=CC2 ([8-(2-Methoxy-5-trifluoromethyl-phenyl)-[1,2,4]triazolo[1,5-a]pyridine-2-yl]-(1,2,3,4-tetrahydro-isoquinolin-6-yl)-amine), product. As a reaction SMILES: C(OC([N:8]1[CH2:17][CH2:16][C:15]2[C:10](=[CH:11][CH:12]=[C:13]([NH:18][C:19]3[N:39]=[C:22]4[C:23]([C:27]5[CH:32]=[C:31]([C:33]([F:36])([F:35])[F:34])[CH:30]=[CH:29][C:28]=5[O:37][CH3:38])=[CH:24][CH:25]=[CH:26][N:21]4[N:20]=3)[CH:14]=2)[CH2:9]1)=O)(C)(C)C.FC(F)(F)C(O)=O>>[CH3:38][O:37][C:28]1[CH:29]=[CH:30][C:31]([C:33]([F:36])([F:34])[F:35])=[CH:32][C:27]=1[C:23]1[C:22]2[N:21]([N:20]=[C:19]([NH:18][C:13]3[CH:14]=[C:15]4[C:10](=[CH:11][CH:12]=3)[CH2:9][NH:8][CH2:17][CH2:16]4)[N:39]=2)[CH:26]=[CH:25][CH:24]=1. Procedure details: [8-(2-Methoxy-5-trifluoromethyl-phenyl)-[1,2,4]triazolo[1,5-a]pyridine-2-yl]-(1,2,3,4-tetrahydro-isoquinolin-6-yl)-amine was prepared from 6-[8-(2-methoxy-5-trifluoromethyl-phenyl)-[1,2,4]triazolo[1,5-a]pyridin-2-ylamino]-3,4-dihydro-1H-isoquinoline-2-carboxylic acid tert-butyl ester and trifluoroacetic acid (1 mL) in a manner analogous to Example 312 to give product (0.255 g). MP=99-103° C. 1H NMR (400 MHz, (D3C)2SO, δ, ppm): 9.47 (s, 1H), 8.79 (d, 1H), 7.95 (s, 1H), 7.80 (d, 1H), 7.62 (d, 1H),... Product: C1(CC1)NS(=O)(=O)CCCCCCN1CCN(CC1)C(C1=CC=CC=C1)C1=CC=C(C=C1)Cl (N-cyclopropyl-6-[4-[(4-chlorophenyl)phenylmethyl]-1-piperazinyl]hexanesulfonamide). Reactants: ClC1=CC=C(C=C1)C(N1CCNCC1)C1=CC=CC=C1 (1-[(4-Chlorophenyl)phenylmethyl]piperazine), C1(CC1)NS(=O)(=O)CCCCCCCl (N-cyclopropyl-6-chlorohexanesulfonamide). RXN SMILES: [Cl:1][C:2]1[CH:7]=[CH:6][C:5]([CH:8]([C:15]2[CH:20]=[CH:19][CH:18]=[CH:17][CH:16]=2)[N:9]2[CH2:14][CH2:13][NH:12][CH2:11][CH2:10]2)=[CH:4][CH:3]=1.[CH:21]1([NH:24][S:25]([CH2:28][CH2:29][CH2:30][CH2:31][CH2:32][CH2:33]Cl)(=[O:27])=[O:26])[CH2:23][CH2:22]1>C(N(C(C)C)C(C)C)C>[CH:21]1([NH:24][S:25]([CH2:28][CH2:29][CH2:30][CH2:31][CH2:32][CH2:33][N:12]2[CH2:11][CH2:10][N:9]([CH:8]([C:5]3[CH:4]=[CH:3][C:2]([Cl:1])=[CH:7][CH:6]=3)[C:15]3[CH:16]=[CH:17][CH:18]=[CH:19][CH:20]=3)[CH2:14][CH2:13]2)(=[O:27])=[O:26])[CH2:23][CH2:22]1. Procedure: 1-[(4-Chlorophenyl)phenylmethyl]piperazine (3.00 g, 10.46 mmol) and N-cyclopropyl-6-chlorohexanesulfonamide (2.76 g, 11.51 mmol) were refluxed in N-ethyldiisopropylamine (8 ml) for 6 hours. The reaction mixture was concentrated in vacuo, and water was added thereto. The mixture was extracted with chloroform. The chloroform layer was washed with water, and dried over anhydrous magnesium sulfate. Subsequently, the solvent was removed by evaporation in vacuo. The resulting crude product was purifie... The solvent is C(C)N(C(C)C)C(C)C (N-ethyldiisopropylamine). Yield: 90.1%. Reactants: OCCCCCOC1=NC2=C(N1C(=C)C)C=CC=C2 (2-(5-hydroxy-pentyloxy)-1-isopropenylbenzimidazole), C(Br)(Br)(Br)Br (carbon tetrabromide), C1(=CC=CC=C1)P(C1=CC=CC=C1)C1=CC=CC=C1 (triphenylphosphine), [OH-].[Na+] (NaOH). The solvent is ClCCl (dichloromethane). Run at time 1 hour. Yields the product BrCCCCCOC1=NC2=C(N1C(=C)C)C=CC=C2 (2-(5-bromo-pentyloxy)-1-isopropenylbenzimidazole). The yield is 91.2%. As a reaction SMILES: O[CH2:2][CH2:3][CH2:4][CH2:5][CH2:6][O:7][C:8]1[N:12]([C:13]([CH3:15])=[CH2:14])[C:11]2[CH:16]=[CH:17][CH:18]=[CH:19][C:10]=2[N:9]=1.C(Br)(Br)(Br)[Br:21].C1(P(C2C=CC=CC=2)C2C=CC=CC=2)C=CC=CC=1.[OH-].[Na+]>ClCCl>[Br:21][CH2:2][CH2:3][CH2:4][CH2:5][CH2:6][O:7][C:8]1[N:12]([C:13]([CH3:15])=[CH2:14])[C:11]2[CH:16]=[CH:17][CH:18]=[CH:19][C:10]=2[N:9]=1 |f:3.4|. Procedure details: A solution of 1.06 g of the compound obtained in Example 13a in 20 ml of dichloromethane was added with 1.8 g of carbon tetrabromide and 1.4 g of triphenylphosphine and stirred for 1 hour. The reaction mixture was added with saturated aqueous NaOH for washing. The solvent was evaporated under reduced pressure and the resulting residue was purified by silica gel column chromatography (ethyl acetate) to obtain 1.2 g of the title compound (yield: 91%).